Dataset: the Open Reaction Database (ORD), a public repository of structured organic reaction records. Task: describe an organic reaction: reactants, conditions, products, and yield Reactants: ClC1=CC=C2C(=CNC2=C1)C(=O)N1CCC(CC1)C1=C(C=CC=C1OC)OC ((6-chloro-1H-indol-3-yl)-[4-(2,6-dimethoxy-phenyl)-piperidin-1-yl]-methanone), ClCC(=O)NC (2-chloro-N-methyl-acetamide). Reaction SMILES: [Cl:1][C:2]1[CH:10]=[C:9]2[C:5]([C:6]([C:11]([N:13]3[CH2:18][CH2:17][CH:16]([C:19]4[C:24]([O:25][CH3:26])=[CH:23][CH:22]=[CH:21][C:20]=4[O:27][CH3:28])[CH2:15][CH2:14]3)=[O:12])=[CH:7][NH:8]2)=[CH:4][CH:3]=1.Cl[CH2:30][C:31]([NH:33][CH3:34])=[O:32]>>[Cl:1][C:2]1[CH:10]=[C:9]2[C:5]([C:6]([C:11]([N:13]3[CH2:14][CH2:15][CH:16]([C:19]4[C:24]([O:25][CH3:26])=[CH:23][CH:22]=[CH:21][C:20]=4[O:27][CH3:28])[CH2:17][CH2:18]3)=[O:12])=[CH:7][N:8]2[CH2:30][C:31]([NH:33][CH3:34])=[O:32])=[CH:4][CH:3]=1. Procedure: Analogous to general procedure II, the alkylation of (6-chloro-1H-indol-3-yl)-[4-(2,6-dimethoxy-phenyl)-piperidin-1-yl]-methanone (prepared herein) with (commercially available) 2-chloro-N-methyl-acetamide gave the title compound. The product is ClC1=CC=C2C(=CN(C2=C1)CC(=O)NC)C(=O)N1CCC(CC1)C1=C(C=CC=C1OC)OC (2-{6-Chloro-3-[4-(2,6-dimethoxy-phenyl)-piperidine-1-carbonyl]-indol-1-yl}-N-methyl-acetamide).